This data is from the Open Reaction Database (ORD), a public repository of structured organic reaction records. The task is: describe an organic reaction: reactants, conditions, products, and yield Reactants: CN(C)CCCNC(=O)CCCCCCCCCCCN, CCO, CCN(C(C)C)C(C)C, Cl, Cl, I, CSC(=N)NC(=O)c1nc(Cl)c(N)nc1N. Product: CN(C)CCCNC(=O)CCCCCCCCCCCNC(N)=NC(=O)c1nc(Cl)c(N)nc1N. Reaction SMILES: [CH3:12][N:13]([CH2:14][CH2:15][CH2:16][NH:17][C:18]([CH2:19][CH2:20][CH2:21][CH2:22][CH2:23][CH2:24][CH2:25][CH2:26][CH2:27][CH2:28][CH2:29][NH2:30])=[O:31])[CH3:32].[CH3:50][CH2:51][OH:52].[CH:1]([N:2]([CH:3]([CH3:4])[CH3:5])[CH2:6][CH3:7])([CH3:8])[CH3:9].[ClH:10].[ClH:11].[IH:33].[NH2:34][c:35]1[c:36]([C:43](=[O:44])[NH:45][C:46]([S:47][CH3:48])=[NH:49])[n:37][c:38]([Cl:42])[c:39]([NH2:41])[n:40]1>>[CH3:12][N:13]([CH2:14][CH2:15][CH2:16][NH:17][C:18]([CH2:19][CH2:20][CH2:21][CH2:22][CH2:23][CH2:24][CH2:25][CH2:26][CH2:27][CH2:28][CH2:29][NH:30][C:46](=[N:45][C:43]([c:36]1[c:35]([NH2:34])[n:40][c:39]([NH2:41])[c:38]([Cl:42])[n:37]1)=[O:44])[NH2:49])=[O:31])[CH3:32]. Reactants: COC(C1=CC(=CC=C1)COC1=CC=C(C=C1)I)=O (3-(4-iodo-phenoxymethyl)-benzoic acid methyl ester), COC(C1=CC(=CC=C1)COC1=CC=C(C=C1)I)=O (3-(4-iodo-phenoxymethyl)-benzoic acid methyl ester), COCC=1C=C(C=CC1)B(O)O (3-methoxymethylphenylboronic acid). Yields the product COCC=1C=C(C=CC1)C1=CC=C(C=C1)OCC=1C=C(C(=O)O)C=CC1 (3-(3′-Methoxymethyl-biphenyl-4-yloxymethyl)-benzoic acid). Reaction SMILES: C[O:2][C:3](=[O:19])[C:4]1[CH:9]=[CH:8][CH:7]=[C:6]([CH2:10][O:11][C:12]2[CH:17]=[CH:16][C:15](I)=[CH:14][CH:13]=2)[CH:5]=1.[CH3:20][O:21][CH2:22][C:23]1[CH:24]=[C:25](B(O)O)[CH:26]=[CH:27][CH:28]=1>>[CH3:20][O:21][CH2:22][C:23]1[CH:28]=[C:27]([C:15]2[CH:16]=[CH:17][C:12]([O:11][CH2:10][C:6]3[CH:5]=[C:4]([CH:9]=[CH:8][CH:7]=3)[C:3]([OH:2])=[O:19])=[CH:13][CH:14]=2)[CH:26]=[CH:25][CH:24]=1. Procedure: 3-(3′-Methoxymethyl-biphenyl-4-yloxymethyl)-benzoic acid was prepared using the procedure described above for the preparation of Example 12 from 3-(4-iodo -phenoxymethyl)-benzoic acid methyl ester (of Intermediate 1) and 3-methoxymethylphenylboronic acid (available from Digital Specialty Chemicals, Inc., Dublin, N.H.). Mass spectrum MH+=349. The yield is 64.8%. Procedure: To a mixture of 1.43 g of 1-acetylpiperidine-4-carboxylic acid and 1.05 g of 2-aminothiophenol was added 5 mL of polyphosphoric acid. After stirring at 110° C. for 18 hours, the reaction was cooled to 40° C. The syrup was poured onto ice and water was added to keep the solution temperature below 10° C. The resulting dark brown solution was basified with ammonium hydroxide. Aqueous phase was extracted with EtOAC (3×). The combined organic phases were washed with brine and dried over anhydrous MgS... Yields the product S1C(=NC2=C1C=CC=C2)C2CCN(CC2)C(C)=O (1-(4-(Benzothiazol-2-yl)piperidin-1-yl)ethanone). RXN SMILES: [C:1]([N:4]1[CH2:9][CH2:8][CH:7]([C:10](O)=O)[CH2:6][CH2:5]1)(=[O:3])[CH3:2].[NH2:13][C:14]1[CH:19]=[CH:18][CH:17]=[CH:16][C:15]=1[SH:20].[OH-].[NH4+]>O>[S:20]1[C:15]2[CH:16]=[CH:17][CH:18]=[CH:19][C:14]=2[N:13]=[C:10]1[CH:7]1[CH2:8][CH2:9][N:4]([C:1](=[O:3])[CH3:2])[CH2:5][CH2:6]1 |f:2.3|. The reactants are [OH-].[NH4+] (ammonium hydroxide), C(C)(=O)N1CCC(CC1)C(=O)O (1-acetylpiperidine-4-carboxylic acid), NC1=C(C=CC=C1)S (2-aminothiophenol), polyphosphoric acid. Solvent: O (water). Run at temperature 110 celsius, time 18 hour. Reactants: C1(=CC=CC=C1)CC(=O)O (phenylacetic acid), NC(C(=O)OCC(C)C)CC (iso-butyl 2-aminobutyrate). Product: C(C(C)C)OC(C(CC)NC(CC1=CC=CC=C1)=O)=O (2-(phenylacetamido)butyric acid iso-butyl ester). Reaction SMILES: [C:1]1([CH2:7][C:8]([OH:10])=O)[CH:6]=[CH:5][CH:4]=[CH:3][CH:2]=1.[NH2:11][CH:12]([CH2:20][CH3:21])[C:13]([O:15][CH2:16][CH:17]([CH3:19])[CH3:18])=[O:14]>>[CH2:16]([O:15][C:13](=[O:14])[CH:12]([NH:11][C:8](=[O:10])[CH2:7][C:1]1[CH:2]=[CH:3][CH:4]=[CH:5][CH:6]=1)[CH2:20][CH3:21])[CH:17]([CH3:18])[CH3:19]. Procedure details: Following General Procedure BH above and using phenylacetic acid (Aldrich) and iso-butyl 2-aminobutyrate (prepared following General Procedure BJ above) the title compound was prepared. The reaction was monitored by tlc on silica gel and purification was by chromatography on silica gel using 9:1 toluene: EtOAc as the eluant.